Dataset: the Open Reaction Database (ORD), a public repository of structured organic reaction records. Task: describe an organic reaction: reactants, conditions, products, and yield Reactants: CCOC(=O)C(=O)Cl, ClCCl, CC(=O)c1cc(Br)ccc1N, O, c1ccncc1. Product: CCOC(=O)C(=O)Nc1ccc(Br)cc1C(C)=O. RXN SMILES: [Cl:1][C:2]([C:3](=[O:4])[O:5][CH2:6][CH3:7])=[O:8].[Cl:27][CH2:28][Cl:29].[NH2:9][c:10]1[c:11]([C:17]([CH3:18])=[O:19])[cH:12][c:13]([Br:16])[cH:14][cH:15]1.[OH2:26].[cH:20]1[cH:21][cH:22][n:23][cH:24][cH:25]1>>[C:2]([C:3](=[O:4])[O:5][CH2:6][CH3:7])(=[O:8])[NH:9][c:10]1[c:11]([C:17]([CH3:18])=[O:19])[cH:12][c:13]([Br:16])[cH:14][cH:15]1.